This data is from the Open Reaction Database (ORD), a public repository of structured organic reaction records. The task is: describe an organic reaction: reactants, conditions, products, and yield Starting materials: CCO, Cl, [Na+], [OH-], CCOC(=O)c1cnc(Nc2cc3c4c(c2)CCCC4CCC3)nc1. The product is O=C(O)c1cnc(Nc2cc3c4c(c2)CCCC4CCC3)nc1. RXN SMILES: [CH3:29][CH2:30][OH:31].[ClH:28].[Na+:27].[OH-:26].[cH:1]1[c:2]([NH:14][c:15]2[n:16][cH:17][c:18]([C:21](=[O:22])[O:23][CH2:24][CH3:25])[cH:19][n:20]2)[cH:3][c:4]2[c:13]3[c:12]1[CH2:11][CH2:10][CH2:9][CH:8]3[CH2:7][CH2:6][CH2:5]2>>[cH:1]1[c:2]([NH:14][c:15]2[n:16][cH:17][c:18]([C:21](=[O:22])[OH:23])[cH:19][n:20]2)[cH:3][c:4]2[c:13]3[c:12]1[CH2:11][CH2:10][CH2:9][CH:8]3[CH2:7][CH2:6][CH2:5]2. Reactants: C(\C=C\C(=O)O)(=O)O (fumaric acid), FC1=CC2=C(C(=NS2)C2CCN(CC2)CCC(=O)OCC)C=C1 (ethyl 3-[4-(6-fluoro-1,2-benzisothiazol-3-yl)-1-piperidinyl]propionate), C[Mg]Br (methylmagnesium bromide), solution. The solvent is C1CCOC1 (THF), CCOC(=O)C (EtOAc), CCOC(=O)C (EtOAc), O (H2O), CCOCC (ether). Reaction conditions: time 16 hour. Product: C(\C=C\C(=O)O)(=O)O.FC1=CC2=C(C(=NS2)C2CCN(CC2)CCC(C)(O)C)C=C1.FC1=CC2=C(C(=NS2)C2CCN(CC2)CCC(C)(C)O)C=C1 (4-[4-(6-Fluoro-1,2-benzisothiazol-3-yl)-1-piperidinyl]2-methyl-2-hydroxybutane hemifumarate). Isolated yield 45.7%. RXN SMILES: [F:1][C:2]1[CH:23]=[CH:22][C:5]2[C:6]([CH:9]3[CH2:14][CH2:13][N:12]([CH2:15][CH2:16]C(OCC)=O)[CH2:11][CH2:10]3)=[N:7][S:8][C:4]=2[CH:3]=1.[CH3:24][Mg]Br.[C:27]([OH:34])(=[O:33])/[CH:28]=[CH:29]/[C:30]([OH:32])=[O:31]>C1COCC1.CCOCC.O.CCOC(C)=O>[C:27]([OH:34])(=[O:33])/[CH:28]=[CH:29]/[C:30]([OH:32])=[O:31].[F:1][C:2]1[CH:23]=[CH:22][C:5]2[C:6]([CH:9]3[CH2:10][CH2:11][N:12]([CH2:15][CH2:16][C:30]([CH3:29])([OH:32])[CH3:24])[CH2:13][CH2:14]3)=[N:7][S:8][C:4]=2[CH:3]=1.[F:1][C:2]1[CH:23]=[CH:22][C:5]2[C:6]([CH:9]3[CH2:10][CH2:11][N:12]([CH2:15][CH2:16][C:30]([OH:32])([CH3:29])[CH3:24])[CH2:13][CH2:14]3)=[N:7][S:8][C:4]=2[CH:3]=1 |f:7.8.9|. Reported procedure: To a stirred solution, under N2, of ethyl 3-[4-(6-fluoro-1,2-benzisothiazol-3-yl)-1-piperidinyl]propionate (3.1 g, 9 mmol), in THF (100 ml) was added, dropwise, methylmagnesium bromide (9.0 ml, 27 mmol of a 3M solution in ether). The reaction was stirred at ambient temperature for 16 hours and then a saturated solution NH/4Cl was added dropwise, with cooling. The reaction was further diluted with H2O, and after extractive workup of the aqueous mixture with EtOAc, 2.8 g of a waxy solid resulted. ... Reactants: C(#N)C(C(=O)NC(=O)OCC)=COCC (α-cyano-β-ethoxy-N-ethoxycarbonylacrylamide), ClC1=C(C(=CC(=C1)Cl)Cl)NN (2,4,6-trichlorophenylhydrazine). The solvent is C(C)O.C1(=CC=CC=C1)C (ethanol toluene). The product is C(#N)C(C(=O)NC(=O)OCC)=CNNC1=C(C=C(C=C1Cl)Cl)Cl (α-cyano-β-(2,4,6-trichlorophenylhydrazino)-N-ethoxycarbonylacrylamide). RXN SMILES: [C:1]([C:3](=[CH:12]OCC)[C:4]([NH:6][C:7]([O:9][CH2:10][CH3:11])=[O:8])=[O:5])#[N:2].[Cl:16][C:17]1[CH:22]=[C:21]([Cl:23])[CH:20]=[C:19]([Cl:24])[C:18]=1[NH:25][NH2:26]>C(O)C.C1(C)C=CC=CC=1>[C:1]([C:3](=[CH:12][NH:26][NH:25][C:18]1[C:17]([Cl:16])=[CH:22][C:21]([Cl:23])=[CH:20][C:19]=1[Cl:24])[C:4]([NH:6][C:7]([O:9][CH2:10][CH3:11])=[O:8])=[O:5])#[N:2] |f:2.3|. Procedure details: Four grams (18.9 mmol) of α-cyano-β-ethoxy-N-ethoxycarbonylacrylamide is dissolved in hot ethanol/toluene. To this is added, portionwise, 4 g of 2,4,6-trichlorophenylhydrazine. The mixture is heated to reflux for three days. Cooling of the mixture and evaporation of the solvent gives the crude product, which is recrystallized from ethanol (3X) to yield α-cyano-β-(2,4,6-trichlorophenylhydrazino)-N-ethoxycarbonylacrylamide, m.p.=161° (dec.). Reactants: Cl.N1=C(C=CC=C1)N(C(=O)C1=CC2=C(N(C(=N2)CCC2=CC=C(C=C2)C(N)=N)C)C=C1)CCC(=O)OCC (1-methyl-2-[2-(4-amidinophenyl)ethyl]benzimidazol-5-yl-carboxylic acid-N-(2-pyridyl)-N-(2-ethoxycarbonylethyl)amide hydrochloride), ClC(=O)OCCCCCC (n-hexyl chloroformate), C35H42N6O5. Run in ClCCl.CO (dichloromethane methanol). Product: N1=C(C=CC=C1)N(C(=O)C1=CC2=C(N(C(=N2)CCC2=CC=C(C=C2)C(NC(=O)OCCCCCC)=N)C)C=C1)CCC(=O)OCC (1-Methyl-2-[2-[4-(N-n-hexyloxycarbonylamidino)phenyl]ethyl]benzimidazol-5-yl-carboxylic acid-N-(2-pyridyl)-N-(2-ethoxycarbonylethyl)amide). Isolated yield 72.0%. RXN SMILES: Cl.[N:2]1[CH:7]=[CH:6][CH:5]=[CH:4][C:3]=1[N:8]([CH2:32][CH2:33][C:34]([O:36][CH2:37][CH3:38])=[O:35])[C:9]([C:11]1[CH:31]=[CH:30][C:14]2[N:15]([CH3:29])[C:16]([CH2:18][CH2:19][C:20]3[CH:25]=[CH:24][C:23]([C:26](=[NH:28])[NH2:27])=[CH:22][CH:21]=3)=[N:17][C:13]=2[CH:12]=1)=[O:10].Cl[C:40]([O:42][CH2:43][CH2:44][CH2:45][CH2:46][CH2:47][CH3:48])=[O:41]>ClCCl.CO>[N:2]1[CH:7]=[CH:6][CH:5]=[CH:4][C:3]=1[N:8]([CH2:32][CH2:33][C:34]([O:36][CH2:37][CH3:38])=[O:35])[C:9]([C:11]1[CH:31]=[CH:30][C:14]2[N:15]([CH3:29])[C:16]([CH2:18][CH2:19][C:20]3[CH:25]=[CH:24][C:23]([C:26](=[NH:27])[NH:28][C:40]([O:42][CH2:43][CH2:44][CH2:45][CH2:46][CH2:47][CH3:48])=[O:41])=[CH:22][CH:21]=3)=[N:17][C:13]=2[CH:12]=1)=[O:10] |f:0.1,3.4|. Procedure: Prepared analogously to Example 90 from 1-methyl-2-[2-(4-amidinophenyl)ethyl]benzimidazol-5-yl-carboxylic acid-N-(2-pyridyl)-N-(2-ethoxycarbonylethyl)amide hydrochloride and n-hexyl chloroformate. Yield: 72% of theory, C35H42N6O5 (626.8); Rf value: 0.54 (silica gel; dichloromethane/methanol=9:1); EKA mass spectrum: (M+H)+=627; (M+Na)+=649. Reactants: N1C=CC2=CC=CC=C12 (indole), [OH-].[K+] (potassium hydroxide), Cl.O.N1CCC(CC1)=O (4-piperidone monohydrate hydrochloride). Solvent: CO (methanol). The product is N1CCC(=CC1)C1=CNC2=CC=CC=C12 (3-(1,2,3,6-tetrahydro-pyridin-4-yl)-1H-indole). RXN SMILES: [NH:1]1[C:9]2[C:4](=[CH:5][CH:6]=[CH:7][CH:8]=2)[CH:3]=[CH:2]1.[OH-].[K+].Cl.O.[NH:14]1[CH2:19][CH2:18][C:17](=O)[CH2:16][CH2:15]1>CO>[NH:14]1[CH2:15][CH:16]=[C:17]([C:3]2[C:4]3[C:9](=[CH:8][CH:7]=[CH:6][CH:5]=3)[NH:1][CH:2]=2)[CH2:18][CH2:19]1 |f:1.2,3.4.5|. Reported procedure: 30 g (0.26 mol) of indole were dissolved in a solution of potassium hydroxide (77.6 g, 1.38 mol) in methanol (692 ml). 4-piperidone monohydrate hydrochloride (102.3 g, 0.66 mol) was added in one portion and the mixture was heated to reflux for 5 h. Potassium chloride precipitated upon cooling at room temperature and it was filtered off. The liquid phase was concentrated until only one third of the liquid remained in the round-bottom flask. The solid formed during the concentration of the liquid ... Starting materials: COc1ccc2c(Cl)nc(Nc3cc[nH]n3)cc2c1, N#Cc1cccc(O)c1. Yields the product COc1ccc2c(Oc3cccc(C#N)c3)nc(Nc3cc[nH]n3)cc2c1. RXN SMILES: [Cl:10][c:11]1[n:12][c:13]([NH:23][c:24]2[n:25][nH:26][cH:27][cH:28]2)[cH:14][c:15]2[cH:16][c:17]([O:21][CH3:22])[cH:18][cH:19][c:20]12.[OH:1][c:2]1[cH:3][c:4]([C:5]#[N:6])[cH:7][cH:8][cH:9]1>>[O:1]([c:2]1[cH:3][c:4]([C:5]#[N:6])[cH:7][cH:8][cH:9]1)[c:11]1[n:12][c:13]([NH:23][c:24]2[n:25][nH:26][cH:27][cH:28]2)[cH:14][c:15]2[cH:16][c:17]([O:21][CH3:22])[cH:18][cH:19][c:20]12. Reactants: C(C)(=O)OCC (ethyl acetate), [Na] (sodium), C(C)O (ethanol), C(C)OC=C(C#N)C#N (Ethoxymethylene-malononitrile). Run at time 30 minute. The product is C(C)OC(C1=C(C=C(C(=C1)C#N)N)O)=O (Ethyl-4-amino-5-cyano-2-hydroxybenzoate). Yield: 29.0%. Reaction SMILES: [C:1]([O:4][CH2:5][CH3:6])(=[O:3])[CH3:2].[Na].C(O[CH:11]=[C:12]([C:15]#[N:16])[C:13]#[N:14])C.[CH2:17]([OH:19])[CH3:18]>>[CH2:5]([O:4][C:1](=[O:3])[C:2]1[CH:11]=[C:12]([C:13]#[N:14])[C:15]([NH2:16])=[CH:18][C:17]=1[OH:19])[CH3:6] |^1:6|. Procedure details: According to H.-W-. Schmidt et al. (Liebigs Ann. Chem. 1979, 2005-10), ethyl acetate (42 g, 323 mmol) is added to a solution of sodium (15 g, 23 mmol) in ethanol (4.0 l) and the mixture is stirred at room temperature for 30 minutes. Ethoxymethylene-malononitrile (40.6 g, 332 mmol) is added. After 30 minutes at 80° C., the reaction mixture is allowed to cool to room temperature and the resulting precipitate is filtered off with suction. The precipitate is dissolved using water, and the aqueous ph... Starting materials: tribromide, C(C)(=O)C=1OC2=C(C1)C=CC=C2OC (2-acetyl-7-methoxybenzofuran), BrCC(=O)C=1OC2=C(C1)C=CC=C2OC (2-bromoacetyl-7-methoxybenzofuran), C(C(=N)N)C(=O)N.Cl (Malonamamidine hydrochloride), C([O-])([O-])=O.[K+].[K+] (potassium carbonate). Run in O (water), O1CCCC1 (tetrahydrofuran), CN(C=O)C (N,N-dimethylformamide). Reaction conditions: time 4 hour. Product: NC=1NC(=CC1C(=O)N)C=1OC2=C(C1)C=CC=C2OC (2-Amino-5-(7-methoxybenzofuran-2-yl)pyrrole-3-carboxamide). The yield is 23.0%. Reaction SMILES: [C:1]([C:4]1[O:5][C:6]2[C:12]([O:13][CH3:14])=[CH:11][CH:10]=[CH:9][C:7]=2[CH:8]=1)(=O)[CH3:2].BrCC(C1OC2C(OC)=CC=CC=2C=1)=O.[CH2:30]([C:34]([NH2:36])=[O:35])[C:31]([NH2:33])=[NH:32].Cl.C(=O)([O-])[O-].[K+].[K+]>O1CCCC1.CN(C)C=O.O>[NH2:33][C:31]1[NH:32][C:1]([C:4]2[O:5][C:6]3[C:12]([O:13][CH3:14])=[CH:11][CH:10]=[CH:9][C:7]=3[CH:8]=2)=[CH:2][C:30]=1[C:34]([NH2:36])=[O:35] |f:2.3,4.5.6|. Reported procedure: Phenylrimethylammonium tribromide (2.0 g, 5.3 mmol) was added to a solution of 2-acetyl-7-methoxybenzofuran (1.0 g, 5.3 mmol) in anhydrous tetrahydrofuran (25 mL), and the mixture was stirred at room temperature for 4 hours. After the insoluble solid was filtered out, the filtrate was concentrated in vacuo to give a mixture including 2-bromoacetyl-7-methoxybenzofuran. Malonamamidine hydrochloride (1.5 g, 11 mmol) and potassium carbonate (1.5 g, 11 mmol) were added to a solution of this mixture i... Starting materials: NC1=C(C#N)C=C(C(=C1)OC)OC (2-amino-4,5-dimethoxybenzonitrile), C([O-])(O)=O.[Na+] (sodium bicarbonate), BrCC(=O)OCC (ethyl bromoacetate). The reagents and catalysts are [I-].[Na+] (sodium iodide). The solvent is C(C)O (ethanol). Product: C(C)OC(CNC1=C(C=C(C(=C1)OC)OC)C#N)=O ((2-Cyano-4,5-dimethoxy-phenylamino)-acetic acid ethyl ester). Isolated yield 20.4%. RXN SMILES: [NH2:1][C:2]1[CH:9]=[C:8]([O:10][CH3:11])[C:7]([O:12][CH3:13])=[CH:6][C:3]=1[C:4]#[N:5].C(=O)(O)[O-].[Na+].Br[CH2:20][C:21]([O:23][CH2:24][CH3:25])=[O:22]>C(O)C.[I-].[Na+]>[CH2:24]([O:23][C:21](=[O:22])[CH2:20][NH:1][C:2]1[CH:9]=[C:8]([O:10][CH3:11])[C:7]([O:12][CH3:13])=[CH:6][C:3]=1[C:4]#[N:5])[CH3:25] |f:1.2,5.6|. Procedure details: Under N2 suspend 2-amino-4,5-dimethoxybenzonitrile (2.0 g, 12.25 mmol) in ethanol (50 mL), and add sodium bicarbonate (3.09 g, 36.78 mmol) in one portion. By syringe, slowly add ethyl bromoacetate (2.72 mL, 24.5 mmol), and then sodium iodide (10 mg). Heat the reaction at 65° C. and then cool to ambient temperature. Filter the resulting solid and wash with ethyl acetate to dissolve the organics. Concentrate the filtrate to obtain 0.66 g (23%) of the title compound; MS 265(M+H). Starting materials: N1=CC(=CC=C1)OC1=CC=C(C=N1)C=O (6-(pyridin-3-yloxy)-pyridine-3-carbaldehyde), [N+](=O)([O-])C (nitromethane), C(C)(=O)[O-].[NH4+] (ammonium acetate), [BH4-].[Na+] (sodium borohydride). Solvent: O (Water), C(C)(=O)O (acetic acid), C(C)(=O)O (acetic acid). Run at temperature 140 celsius, time 2.5 hour. Yields the product [N+](=O)([O-])CCC=1C=CC(=NC1)OC=1C=NC=CC1 (5-(2-Nitroethyl)-2-(pyridin-3-yloxy)pyridine). Yield: 25.5%. As a reaction SMILES: [N:1]1[CH:6]=[CH:5][CH:4]=[C:3]([O:7][C:8]2[N:13]=[CH:12][C:11]([CH:14]=O)=[CH:10][CH:9]=2)[CH:2]=1.[N+:16]([CH3:19])([O-:18])=[O:17].C([O-])(=O)C.[NH4+].[BH4-].[Na+]>O.C(O)(=O)C>[N+:16]([CH2:19][CH2:14][C:11]1[CH:10]=[CH:9][C:8]([O:7][C:3]2[CH:2]=[N:1][CH:6]=[CH:5][CH:4]=2)=[N:13][CH:12]=1)([O-:18])=[O:17] |f:2.3,4.5|. Reported procedure: A mixture of 6-(pyridin-3-yloxy)-pyridine-3-carbaldehyde (505.1 mg, 2.52 mmol) described in Manufacturing Example 100-1-1, nitromethane (680 μL, 12.6 mmol), ammonium acetate (388 mg, 5.04 mmol), and acetic acid (20 mL) was stirred for 2.5 hours at 140° C. This reaction mixture was cooled to room temperature and partitioned into water and ethyl acetate. The organic layer was separated, washed with water and saturated aqueous sodium chloride, dried over anhydrous magnesium sulfate, and filtered. T...